This data is from the Open Reaction Database (ORD), a public repository of structured organic reaction records. The task is: describe an organic reaction: reactants, conditions, products, and yield Starting materials: [N+](=O)([O-])C=1C=C(OC2=CC3=C(N=C(S3)NC(=O)C3CC3)C=C2)C=CC1 (N-[6-(3-nitrophenoxy)-1,3-benzothiazol-2-yl]cyclopropanecarboxamide), Cl (hydrochloric acid). The reagents and catalysts are [Fe] (iron), [Fe] (iron). Run in C(C)O (ethanol). Yields the product NC=1C=C(OC2=CC3=C(N=C(S3)NC(=O)C3CC3)C=C2)C=CC1 (N-[6-(3-aminophenoxy)-1,3-benzothiazol-2-yl]cyclopropanecarboxamide). Isolated yield 108.5%. RXN SMILES: [N+:1]([C:4]1[CH:5]=[C:6]([CH:23]=[CH:24][CH:25]=1)[O:7][C:8]1[CH:22]=[CH:21][C:11]2[N:12]=[C:13]([NH:15][C:16]([CH:18]3[CH2:20][CH2:19]3)=[O:17])[S:14][C:10]=2[CH:9]=1)([O-])=O.Cl>C(O)C.[Fe]>[NH2:1][C:4]1[CH:5]=[C:6]([CH:23]=[CH:24][CH:25]=1)[O:7][C:8]1[CH:22]=[CH:21][C:11]2[N:12]=[C:13]([NH:15][C:16]([CH:18]3[CH2:20][CH2:19]3)=[O:17])[S:14][C:10]=2[CH:9]=1. Procedure: To a solution of N-[6-(3-nitrophenoxy)-1,3-benzothiazol-2-yl]cyclopropanecarboxamide (840 mg, 2.36 mmol) in ethanol (100 mL) was added iron powder (11.9 g, 212 mmol) with heating under reflux. The obtained suspension was vigorously stirred, and 6N hydrochloric acid (50 mL) was slowly added dropwise. The reaction mixture was refluxed for 2 hr with vigorous stirring, and excess iron powder was filtered off through celite. The filtrate was concentrated to about 50 mL, and the residue was diluted wi... The reactants are Nc1ccc(Br)cc1, O=C([O-])O, CC(=O)O, Clc1ncccn1, [Na+], C1COCCO1. Yields the product Brc1ccc(Nc2ncccn2)cc1. As a reaction SMILES: [Br:12][c:13]1[cH:14][cH:15][c:16]([NH2:17])[cH:18][cH:19]1.[C:20](=[O:21])([O-:22])[OH:23].[CH3:8][C:9](=[O:10])[OH:11].[Cl:1][c:2]1[n:3][cH:4][cH:5][cH:6][n:7]1.[Na+:24].[O:25]1[CH2:26][CH2:27][O:28][CH2:29][CH2:30]1>>[c:2]1([NH:17][c:16]2[cH:15][cH:14][c:13]([Br:12])[cH:19][cH:18]2)[n:3][cH:4][cH:5][cH:6][n:7]1. Starting materials: N1(C=NC=C1)C(CC)C1=CC=C(C=N1)C1=CC=C(C(=O)OCC)C=C1 (ethyl 4-(6-(1-(1H-imidazol-1-yl)propyl)pyridin-3-yl)benzoate), [Li+].[OH-] (LiOH), Cl (HCl). The solvent is C1CCOC1 (THF), O (water). Run at time 4 hour. The product is N1(C=NC=C1)C(CC)C1=CC=C(C=N1)C1=CC=C(C(=O)O)C=C1 (4-(6-(1-(1H-imidazol-1-yl)propyl)pyridin-3-yl)benzoic acid), solid. Yield: 54.5%. Reaction SMILES: [N:1]1([CH:6]([C:9]2[N:14]=[CH:13][C:12]([C:15]3[CH:25]=[CH:24][C:18]([C:19]([O:21]CC)=[O:20])=[CH:17][CH:16]=3)=[CH:11][CH:10]=2)[CH2:7][CH3:8])[CH:5]=[CH:4][N:3]=[CH:2]1.[Li+].[OH-].Cl>C1COCC1.O>[N:1]1([CH:6]([C:9]2[N:14]=[CH:13][C:12]([C:15]3[CH:25]=[CH:24][C:18]([C:19]([OH:21])=[O:20])=[CH:17][CH:16]=3)=[CH:11][CH:10]=2)[CH2:7][CH3:8])[CH:5]=[CH:4][N:3]=[CH:2]1 |f:1.2|. Procedure details: To a stirred solution of ethyl 4-(6-(1-(1H-imidazol-1-yl)propyl)pyridin-3-yl)benzoate (25 mg, 0.07 mmol; prepared as described in Example 5) in THF (2 mL) and water (1 mL) was added LiOH (6 mg, 0.14 mmol) at rt and the reaction was stirred at rt for about 4 h. The reaction mixture was neutralized with 1N HCl (pH=6) and extracted with ethyl acetate (2×100 mL). The combined organic extracts were washed with brine solution (10 mL), the organic layer was dried over Na2SO4 and concentrated under vacu... The reactants are C(C1=CC=CC=C1)OC1=C(C=CC=C1C(C)=O)C1=CC=CC=C1 (1-(2-(Benzyloxy)biphenyl-3-yl)ethanone), BrC=1C=C(C=CC1)C1=C(C=CC=C1)OC (3′-Bromo-2-methoxybiphenyl), C(CCC)[Li] (n-butyllithium), hexanes, [Cl-].[NH4+] (ammonium chloride). Run in O1CCCC1 (tetrahydrofuran), O1CCCC1 (tetrahydrofuran). Conditions: time 1 hour. The product is C(C1=CC=CC=C1)OC1=C(C=CC=C1C(C)(O)C=1C=C(C=CC1)C1=C(C=CC=C1)OC)C1=CC=CC=C1 (1-(2-(Benzyloxy)biphenyl-3-yl)-1-(2′-methoxybiphenyl-3-yl)ethanol). Reaction SMILES: Br[C:2]1[CH:3]=[C:4]([C:8]2[CH:13]=[CH:12][CH:11]=[CH:10][C:9]=2[O:14][CH3:15])[CH:5]=[CH:6][CH:7]=1.C([Li])CCC.[CH2:21]([O:28][C:29]1[C:34]([C:35](=[O:37])[CH3:36])=[CH:33][CH:32]=[CH:31][C:30]=1[C:38]1[CH:43]=[CH:42][CH:41]=[CH:40][CH:39]=1)[C:22]1[CH:27]=[CH:26][CH:25]=[CH:24][CH:23]=1.[Cl-].[NH4+]>O1CCCC1>[CH2:21]([O:28][C:29]1[C:34]([C:35]([C:2]2[CH:3]=[C:4]([C:8]3[CH:13]=[CH:12][CH:11]=[CH:10][C:9]=3[O:14][CH3:15])[CH:5]=[CH:6][CH:7]=2)([OH:37])[CH3:36])=[CH:33][CH:32]=[CH:31][C:30]=1[C:38]1[CH:43]=[CH:42][CH:41]=[CH:40][CH:39]=1)[C:22]1[CH:23]=[CH:24][CH:25]=[CH:26][CH:27]=1 |f:3.4|. Procedure: A solution of 21 (0.7 g, 2.66 mmol) in anhydrous tetrahydrofuran (15 mL) was stirred under nitrogen at −78° C. and 2.5M n-butyllithium in hexanes (1.1 mL, 2.75 mmol) was added at such a rate that the temperature did not exceed −70° C. Stirring was continued at −78° C. for 1 hr when a solution of 20 (0.8 g, 2.66 mmol) in tetrahydrofuran (5 mL) was added at such a rate that the temperature did not exceed −65° C. Stirring was continued at −78° C. for 30 min., then for 2 hrs at room temperature. The... Starting materials: O=C(n1ccnc1)n1ccnc1, C1CCOC1, NCCCNC1(CO)CCN(Cc2ccccc2)CC1. Yields the product O=C1NCCCN1C1(CO)CCN(Cc2ccccc2)CC1. As a reaction SMILES: [C:1](=[O:2])([n:3]1[cH:4][cH:5][n:6][cH:7]1)[n:8]1[cH:9][cH:10][n:11][cH:12]1.[CH2:33]1[O:34][CH2:35][CH2:36][CH2:37]1.[NH2:13][CH2:14][CH2:15][CH2:16][NH:17][C:18]1([CH2:31][OH:32])[CH2:19][CH2:20][N:21]([CH2:24][c:25]2[cH:26][cH:27][cH:28][cH:29][cH:30]2)[CH2:22][CH2:23]1>>[C:1]1(=[O:2])[NH:13][CH2:14][CH2:15][CH2:16][N:17]1[C:18]1([CH2:31][OH:32])[CH2:19][CH2:20][N:21]([CH2:24][c:25]2[cH:26][cH:27][cH:28][cH:29][cH:30]2)[CH2:22][CH2:23]1. Isolated yield 65.7%. Yields the product C(C)OC1=C(C=C2C=CC(=NC2=C1)C)F (7-ethoxy-6-fluoro-2-methylquinoline). Starting materials: FC=1C=C2C=CC(=NC2=CC1O)C (6-fluoro-2-methylquinolin-7-ol), C([O-])([O-])=O.[K+].[K+] (potassium carbonate), BrCC (bromoethane). Reaction SMILES: [F:1][C:2]1[CH:3]=[C:4]2[C:9](=[CH:10][C:11]=1[OH:12])[N:8]=[C:7]([CH3:13])[CH:6]=[CH:5]2.C(=O)([O-])[O-].[K+].[K+].Br[CH2:21][CH3:22]>CC(C)=O>[CH2:21]([O:12][C:11]1[CH:10]=[C:9]2[C:4]([CH:5]=[CH:6][C:7]([CH3:13])=[N:8]2)=[CH:3][C:2]=1[F:1])[CH3:22] |f:1.2.3|. Reported procedure: 6-fluoro-2-methylquinolin-7-ol (500 mg, 1.41 mmol) (Example 119, Step B), potassium carbonate (585 mg, 4.23 mmol) and bromoethane (308 mg, 2.82 mmol) in acetone (10 mL) were stirred at 70° C. in a sealed tube for 20 hours. After dilution with water (50 mL) the reaction was extracted with DCM. The organic phases were concentrated and the residue purified by reverse phase chromatography (SP4, 25M, eluting with a gradient of water/ACN 100:0 to 0:100, 20 column volumes) to yield 7-ethoxy-6-fluoro-2-... Run in CC(=O)C (acetone). Starting materials: BrCCC(C(=O)O)(C1=CC=CC=C1)C1=CC=CC=C1 (4-Bromo-2,2-diphenylbutyric acid), S(=O)(Cl)Cl (thionyl chloride), CN(C=O)C (dimethylformamide). Solvent: C(Cl)(Cl)Cl (chloroform). Yields the product BrCCC(C(=O)Cl)(C1=CC=CC=C1)C1=CC=CC=C1 (4-bromo-2,2-diphenylbutyric chloride). Isolated yield 94.6%. RXN SMILES: [Br:1][CH2:2][CH2:3][C:4]([C:14]1[CH:19]=[CH:18][CH:17]=[CH:16][CH:15]=1)([C:8]1[CH:13]=[CH:12][CH:11]=[CH:10][CH:9]=1)[C:5](O)=[O:6].S(Cl)([Cl:22])=O.CN(C)C=O>C(Cl)(Cl)Cl>[Br:1][CH2:2][CH2:3][C:4]([C:14]1[CH:19]=[CH:18][CH:17]=[CH:16][CH:15]=1)([C:8]1[CH:13]=[CH:12][CH:11]=[CH:10][CH:9]=1)[C:5]([Cl:22])=[O:6]. Procedure details: 4-Bromo-2,2-diphenylbutyric acid 23 g (72 mmol) was suspended in 150 mL of chloroform. At room temperature, 20 mL (270 mmol) of thionyl chloride was added dropwise to the resulting suspension. After addition of 0.2 mL of dimethylformamide, the resulting mixture was heated under reflux for 4 hours. After completion of the reaction, the solvent was concentrated under reduced pressure, whereby 23 g (yield: 94.7%) of 4-bromo-2,2-diphenylbutyric chloride was obtained. Starting materials: O=C([O-])[O-], COc1cc(C=CC(=O)N2CCNCC2)cc(OC)c1OC, CCO, CC(C)NC(=O)C(C)Br, [K+], [K+]. Yields the product COc1cc(C=CC(=O)N2CCN(C(C)C(=O)NC(C)C)CC2)cc(OC)c1OC. As a reaction SMILES: [C:1](=[O:2])([O-:3])[O-:4].[CH3:16][O:17][c:18]1[cH:19][c:20]([CH:21]=[CH:22][C:23](=[O:24])[N:25]2[CH2:26][CH2:27][NH:28][CH2:29][CH2:30]2)[cH:31][c:32]([O:36][CH3:37])[c:33]1[O:34][CH3:35].[CH3:38][CH2:39][OH:40].[CH:7]([CH3:8])([CH3:9])[NH:10][C:11]([CH:12]([CH3:13])[Br:14])=[O:15].[K+:5].[K+:6]>>[CH:7]([CH3:8])([CH3:9])[NH:10][C:11]([CH:12]([CH3:13])[N:28]1[CH2:27][CH2:26][N:25]([C:23]([CH:22]=[CH:21][c:20]2[cH:19][c:18]([O:17][CH3:16])[c:33]([O:34][CH3:35])[c:32]([O:36][CH3:37])[cH:31]2)=[O:24])[CH2:30][CH2:29]1)=[O:15]. Reactants: BH3—SMe2, B1(N2CCC[C@@H]2C(O1)(C3=CC=CC=C3)C4=CC=CC=C4)C ((R)-2-methyl-CBS-oxazaborolidine), solution, COC(=O)C1=CC=2CCCC(C2C=C1)=O (5-oxo-5,6,7,8-tetrahydro-naphthalene-2-carboxylic acid methyl ester), C1(=CC=CC=C1)C (Toluene), CO (MeOH). Run in C1CCOC1 (THF). Reaction conditions: temperature -10 celsius. The product is OCC=1C=C2CCC[C@@H](C2=CC1)O ((S)-6-(hydroxymethyl)-1,2,3,4-tetrahydronaphthalen-1-ol). As a reaction SMILES: B1(C)OC(C2C=CC=CC=2)(C2C=CC=CC=2)[C@@H]2N1CCC2.C1(C)C=CC=CC=1.C[O:30][C:31]([C:33]1[CH:42]=[CH:41][C:40]2[C:39](=[O:43])[CH2:38][CH2:37][CH2:36][C:35]=2[CH:34]=1)=O.CO>C1COCC1>[OH:30][CH2:31][C:33]1[CH:34]=[C:35]2[C:40](=[CH:41][CH:42]=1)[C@@H:39]([OH:43])[CH2:38][CH2:37][CH2:36]2. Reported procedure: To an oven-dried 2 L round-bottomed flask equipped with an argon inlet/outlet and magnetic stirring was added (R)-2-methyl-CBS-oxazaborolidine (7.4 mL of a 1M solution in toluend, 7.4 mmol, Aldrich). Toluene (190 mL) was added and the reaction mixture was cooled in an ice-salt bath (bath temp.=−10° C.). BH3—SMe2 was added (17 mL, 180 mmol, Aldrich), then 5-oxo-5,6,7,8-tetrahydro-naphthalene-2-carboxylic acid methyl ester (30 g, 150 mmol, Albany Molecular) in 200 mL of THF was added over 5 h usin... Procedure: A mixture of 6-benzyl-1-methyl-7-(1H-pyrazol-5-yl)-6H-pyrrolo[2,3-e][1,2,4]triazolo[4,3-a]pyridine (4.2 mg, 0.013 mmol, from Example 62), 4-(2-chloroethyl)morpholine hydrochloride (7.1 mg, 0.038 mmol, Aldrich) and Cs2CO3 (21 mg, 0.064 mmol) in DMF (0.21 mL) was heated at 70° C. overnight. The product was purified via preparative HPLC-MS (C18 eluting with a gradient of MeCN and H2O containing 0.15% NH4OH) and the major isomer was isolated. Yield: (2.4 mg, 42%). Run at temperature 70 celsius. Reactants: C(C1=CC=CC=C1)N1C(=CC2=C1C=CC=1N2C(=NN1)C)C1=CC=NN1 (6-benzyl-1-methyl-7-(1H-pyrazol-5-yl)-6H-pyrrolo[2,3-e][1,2,4]triazolo[4,3-a]pyridine), Cl.ClCCN1CCOCC1 (4-(2-chloroethyl)morpholine hydrochloride), C(=O)([O-])[O-].[Cs+].[Cs+] (Cs2CO3). RXN SMILES: [CH2:1]([N:8]1[C:12]2[CH:13]=[CH:14][C:15]3[N:16]([C:17]([CH3:20])=[N:18][N:19]=3)[C:11]=2[CH:10]=[C:9]1[C:21]1[NH:25][N:24]=[CH:23][CH:22]=1)[C:2]1[CH:7]=[CH:6][CH:5]=[CH:4][CH:3]=1.Cl.Cl[CH2:28][CH2:29][N:30]1[CH2:35][CH2:34][O:33][CH2:32][CH2:31]1.C([O-])([O-])=O.[Cs+].[Cs+]>CN(C=O)C>[CH2:1]([N:8]1[C:12]2[CH:13]=[CH:14][C:15]3[N:16]([C:17]([CH3:20])=[N:18][N:19]=3)[C:11]=2[CH:10]=[C:9]1[C:21]1[CH:22]=[CH:23][N:24]([CH2:28][CH2:29][N:30]2[CH2:35][CH2:34][O:33][CH2:32][CH2:31]2)[N:25]=1)[C:2]1[CH:3]=[CH:4][CH:5]=[CH:6][CH:7]=1 |f:1.2,3.4.5|. Run in CN(C)C=O (DMF). Yields the product C(C1=CC=CC=C1)N1C(=CC2=C1C=CC=1N2C(=NN1)C)C1=NN(C=C1)CCN1CCOCC1 (6-benzyl-1-methyl-7-[1-(2-morpholin-4-ylethyl)-1H-pyrazol-3-yl]-6H-pyrrolo[2,3-e][1,2,4]triazolo[4,3-a]pyridine).